describe an organic reaction: reactants, conditions, products, and yield From a dataset of the Open Reaction Database (ORD), a public repository of structured organic reaction records. Reactants: CCN1CCC(Cc2nn(Cc3ccc(OC)cc3)c3nccc(Oc4ccc(NC(=O)c5nccn(-c6ccc(F)cc6)c5=O)cc4F)c23)CC1, O=C(O)C(F)(F)F. The product is CCN1CCC(Cc2n[nH]c3nccc(Oc4ccc(NC(=O)c5nccn(-c6ccc(F)cc6)c5=O)cc4F)c23)CC1. Reaction SMILES: [CH3:1][O:2][c:3]1[cH:4][cH:5][c:6]([CH2:7][n:8]2[n:9][c:10]([CH2:42][CH:43]3[CH2:44][CH2:45][N:46]([CH2:49][CH3:50])[CH2:47][CH2:48]3)[c:11]3[c:12]2[n:13][cH:14][cH:15][c:16]3[O:17][c:18]2[c:19]([F:41])[cH:20][c:21]([NH:24][C:25](=[O:26])[c:27]3[n:28][cH:29][cH:30][n:31](-[c:34]4[cH:35][cH:36][c:37]([F:40])[cH:38][cH:39]4)[c:32]3=[O:33])[cH:22][cH:23]2)[cH:51][cH:52]1.[F:53][C:54]([F:55])([F:56])[C:57]([OH:58])=[O:59]>>[nH:8]1[n:9][c:10]([CH2:42][CH:43]2[CH2:44][CH2:45][N:46]([CH2:49][CH3:50])[CH2:47][CH2:48]2)[c:11]2[c:12]1[n:13][cH:14][cH:15][c:16]2[O:17][c:18]1[c:19]([F:41])[cH:20][c:21]([NH:24][C:25](=[O:26])[c:27]2[n:28][cH:29][cH:30][n:31](-[c:34]3[cH:35][cH:36][c:37]([F:40])[cH:38][cH:39]3)[c:32]2=[O:33])[cH:22][cH:23]1. Reactants: O=C1CCC(=O)N1Br, CCOC(=O)CCc1cccc(O)c1, ClC(Cl)Cl. Yields the product CCOC(=O)CCc1ccc(Br)c(O)c1. RXN SMILES: [Br:15][N:16]1[C:17](=[O:18])[CH2:19][CH2:20][C:21]1=[O:22].[CH2:1]([CH3:2])[O:3][C:4]([CH2:5][CH2:6][c:7]1[cH:8][c:9]([OH:13])[cH:10][cH:11][cH:12]1)=[O:14].[CH:23]([Cl:24])([Cl:25])[Cl:26]>>[CH2:1]([CH3:2])[O:3][C:4]([CH2:5][CH2:6][c:7]1[cH:8][c:9]([OH:13])[c:10]([Br:15])[cH:11][cH:12]1)=[O:14].